Task: describe an organic reaction: reactants, conditions, products, and yield. Dataset: the Open Reaction Database (ORD), a public repository of structured organic reaction records Reaction conditions: temperature 50 celsius. Yields the product C(C=C)OC1=CC=C(C(=O)OC)C=C1 (Methyl 4-allyloxybenzoate). Procedure: To a solution of methyl 4-hydroxybenzoate (22-1) (9.72 g, 64.36 mmol) in 100 mL of DMF was added 24.8 g (76.0 mmol) of Cs2CO3 followed by 5.0 mL (58.5 mmol) of allyl bromide. The resulting solution was then heated at 50° C. for 5 h. The solvent was distilled under reduced pressure and the residue was taken up in 200 mL of EtOAc. The organic phase was extracted with 1N NaOH (2×50 mL), water (5×50 mL) and brine (50 mL), dried (MgSO4) and concentrated to afford product 22-2 as a white solid. RXN SMILES: [OH:1][C:2]1[CH:11]=[CH:10][C:5]([C:6]([O:8][CH3:9])=[O:7])=[CH:4][CH:3]=1.C([O-])([O-])=O.[Cs+].[Cs+].[CH2:18](Br)[CH:19]=[CH2:20]>CN(C=O)C>[CH2:20]([O:1][C:2]1[CH:3]=[CH:4][C:5]([C:6]([O:8][CH3:9])=[O:7])=[CH:10][CH:11]=1)[CH:19]=[CH2:18] |f:1.2.3|. The reactants are OC1=CC=C(C(=O)OC)C=C1 (methyl 4-hydroxybenzoate), C(=O)([O-])[O-].[Cs+].[Cs+] (Cs2CO3), C(C=C)Br (allyl bromide). Run in CN(C)C=O (DMF). The reactants are N(=[N+]=[N-])C[C@H](O)C1=C2C=CC(NC2=C(C=C1)OCC1=CC=CC=C1)=O ((R)-5-(2-Azido-1-hydroxyethyl)-8-(benzyloxy)quinolin-2(1H)-one), [Si](C)(C)(C(C)(C)C)OCC=1C=C(C=CC1O)[C@H](CNCC1=CC=C(C(=O)NCC=2C(=C3C(=NC2CC)N(N=C3)CC)NC3CCOCC3)C=C1)O ((R)-4-[[[2-(3-[[(tert-Butyldimethylsilyl)oxy]methyl]-4-hydroxyphenyl]-2-hydroxyethyl]amino]methyl]-N-[[1,6-diethyl-4-[(tetrahydro-2H-pyran-4-yl)amino]-1H-pyrazolo[3,4-b]pyridin-5-yl]methyl]benzamide). Run in N1=CC=CC=C1 (Pyridine). The product is C(C)N1N=CC=2C1=NC(=C(C2NC2CCOCC2)CNC(C2=CC=C(C=C2)CNC[C@@H](C2=CC(=C(C=C2)O)CO)O)=O)CC ((R)—N-[[1,6-diethyl-4-[(tetrahydro-2H-pyran-4-yl)amino]-1H-pyrazolo[3,4-b]pyridin-5-yl]methyl]-4-[[[2-hydroxy-2-[4-hydroxy-3-(hydroxymethyl)phenyl]ethyl]amino]methyl]benzamide). Reaction SMILES: N(C[C@@H](C1C=CC(OCC2C=CC=CC=2)=C2C=1C=CC(=O)N2)O)=[N+]=[N-].[Si]([O:33][CH2:34][C:35]1[CH:36]=[C:37]([C@@H:42]([OH:76])[CH2:43][NH:44][CH2:45][C:46]2[CH:75]=[CH:74][C:49]([C:50]([NH:52][CH2:53][C:54]3[C:55]([NH:67][CH:68]4[CH2:73][CH2:72][O:71][CH2:70][CH2:69]4)=[C:56]4[CH:64]=[N:63][N:62]([CH2:65][CH3:66])[C:57]4=[N:58][C:59]=3[CH2:60][CH3:61])=[O:51])=[CH:48][CH:47]=2)[CH:38]=[CH:39][C:40]=1[OH:41])(C(C)(C)C)(C)C>N1C=CC=CC=1>[CH2:65]([N:62]1[C:57]2=[N:58][C:59]([CH2:60][CH3:61])=[C:54]([CH2:53][NH:52][C:50](=[O:51])[C:49]3[CH:48]=[CH:47][C:46]([CH2:45][NH:44][CH2:43][C@H:42]([OH:76])[C:37]4[CH:38]=[CH:39][C:40]([OH:41])=[C:35]([CH2:34][OH:33])[CH:36]=4)=[CH:75][CH:74]=3)[C:55]([NH:67][CH:68]3[CH2:69][CH2:70][O:71][CH2:72][CH2:73]3)=[C:56]2[CH:64]=[N:63]1)[CH3:66]. Reported procedure: The title compound was synthesized in a manner analogous to that described for Intermediate 3, using HF Pyridine in place of TBAF and Intermediate 46 as a substrate. Starting materials: CCOC(C)=O, CC(C)(C)OC(=O)NC1CCOCCC=CC2CC2(C(=O)NS(=O)(=O)C2CC2)NC(=O)C2CC(OC(=O)N3Cc4cccc(F)c4C3)CN2C1=O, [H][H], [K+], O, O=S(=O)([O-])O. The product is CC(C)(C)OC(=O)NC1CCOCCCCC2CC2(C(=O)NS(=O)(=O)C2CC2)NC(=O)C2CC(OC(=O)N3Cc4cccc(F)c4C3)CN2C1=O. As a reaction SMILES: [CH3:61][CH2:62][O:63][C:64](=[O:65])[CH3:66].[F:1][c:2]1[c:3]2[c:7]([cH:8][cH:9][cH:10]1)[CH2:6][N:5]([C:11](=[O:12])[O:13][CH:14]1[CH2:15][CH:16]3[N:17]([C:18](=[O:50])[CH:19]([NH:42][C:43](=[O:44])[O:45][C:46]([CH3:47])([CH3:48])[CH3:49])[CH2:20][CH2:21][O:22][CH2:23][CH2:24][CH:25]=[CH:26][CH:27]4[C:28]([C:33]([NH:34][S:35](=[O:36])(=[O:37])[CH:38]5[CH2:39][CH2:40]5)=[O:41])([NH:29][C:30]3=[O:31])[CH2:32]4)[CH2:51]1)[CH2:4]2.[H:52][H:53].[K+:60].[OH2:54].[S:55]([O-:56])([OH:57])(=[O:58])=[O:59]>>[F:1][c:2]1[c:3]2[c:7]([cH:8][cH:9][cH:10]1)[CH2:6][N:5]([C:11](=[O:12])[O:13][CH:14]1[CH2:15][CH:16]3[N:17]([C:18](=[O:50])[CH:19]([NH:42][C:43](=[O:44])[O:45][C:46]([CH3:47])([CH3:48])[CH3:49])[CH2:20][CH2:21][O:22][CH2:23][CH2:24][CH2:25][CH2:26][CH:27]4[C:28]([C:33]([NH:34][S:35](=[O:36])(=[O:37])[CH:38]5[CH2:39][CH2:40]5)=[O:41])([NH:29][C:30]3=[O:31])[CH2:32]4)[CH2:51]1)[CH2:4]2. The reactants are C([O-])(O)=O.[Na+] (sodium bicarbonate), CCCCCC (hexane), C(CCC)O (n-butanol), CC1([C@@H](N2[C@H](S1)[C@@H](C2=O)NC(=O)[C@H](C=3C=CC=CC3)N)C(=O)OCOC(=O)C(C)(C)C)C.Cl (Pivampicillin hydrochloride). Run in O (water), O (water). Product: CC1([C@@H](N2[C@H](S1)[C@@H](C2=O)NC(=O)[C@H](C=3C=CC=CC3)N)C(=O)OCOC(=O)C(C)(C)C)C (pivampicillin). As a reaction SMILES: C(=O)(O)[O-].[Na+].CCCCCC.C(O)CCC.[CH3:17][C:18]1([CH3:48])[S:22][C@@H:21]2[C@H:23]([NH:26][C:27]([C@@H:29]([NH2:36])[C:30]3[CH:31]=[CH:32][CH:33]=[CH:34][CH:35]=3)=[O:28])[C:24](=[O:25])[N:20]2[C@H:19]1[C:37]([O:39][CH2:40][O:41][C:42]([C:44]([CH3:47])([CH3:46])[CH3:45])=[O:43])=[O:38].Cl>O>[CH3:17][C:18]1([CH3:48])[S:22][C@@H:21]2[C@H:23]([NH:26][C:27]([C@@H:29]([NH2:36])[C:30]3[CH:35]=[CH:34][CH:33]=[CH:32][CH:31]=3)=[O:28])[C:24](=[O:25])[N:20]2[C@H:19]1[C:37]([O:39][CH2:40][O:41][C:42]([C:44]([CH3:47])([CH3:46])[CH3:45])=[O:43])=[O:38] |f:0.1,4.5|. Reported procedure: To an efficiently stirred mixture of water (250 ml) containing sodium bicarbonate (10 g) and hexane (250 ml, boiling range 60°-80° C), n-butanol (15 ml) and crystalline seed (1 g) were added. Pivampicillin hydrochloride (50 g) dissolved in water (200 ml) was introduced over 1 hour at room temperature. The mixture was filtered and the residue washed with isopropanol-water (1:4) (250 ml), isopropanol (150 ml) and hexane (300 ml, bp. 60°-80° C). Air-drying at 25° C overnight yielded crystalline piv... Reactants: CC(=O)Oc1ccc(CC(=O)Cl)cc1, CCCN, CCOCC, O. Yields the product CCCNC(=O)Cc1ccc(OC(C)=O)cc1. RXN SMILES: [C:5]([CH3:6])(=[O:7])[O:8][c:9]1[cH:10][cH:11][c:12]([CH2:15][C:16](=[O:17])[Cl:18])[cH:13][cH:14]1.[CH2:1]([CH2:2][CH3:3])[NH2:4].[CH3:20][CH2:21][O:22][CH2:23][CH3:24].[OH2:19]>>[CH2:1]([CH2:2][CH3:3])[NH:4][C:16]([CH2:15][c:12]1[cH:11][cH:10][c:9]([O:8][C:5]([CH3:6])=[O:7])[cH:14][cH:13]1)=[O:17]. The reactants are O=c1c(CBr)c(-c2ccc(O)cc2)oc2ccccc12, [C-]#N, O=C([O-])[O-], CO, [K+], [K+], [Na+], CN(C)C=O, O. Yields the product N#CCc1c(-c2ccc(O)cc2)oc2ccccc2c1=O. As a reaction SMILES: [Br:1][CH2:2][c:3]1[c:4](-[c:14]2[cH:15][cH:16][c:17]([OH:20])[cH:18][cH:19]2)[o:5][c:6]2[cH:7][cH:8][cH:9][cH:10][c:11]2[c:12]1=[O:13].[C-:21]#[N:22].[C:24](=[O:25])([O-:26])[O-:27].[CH3:36][OH:37].[K+:28].[K+:29].[Na+:23].[O:30]=[CH:31][N:32]([CH3:33])[CH3:34].[OH2:35]>>[CH2:2]([c:3]1[c:4](-[c:14]2[cH:15][cH:16][c:17]([OH:20])[cH:18][cH:19]2)[o:5][c:6]2[cH:7][cH:8][cH:9][cH:10][c:11]2[c:12]1=[O:13])[C:21]#[N:22].